From a dataset of the Open Reaction Database (ORD), a public repository of structured organic reaction records. describe an organic reaction: reactants, conditions, products, and yield Reactants: solution, [OH-].[Na+] (sodium hydroxide), C(CCC)C=1N(C(=C(N1)SCCF)C(=O)OCC)CC1=CC=C(C=C1)C1=C(C=CC=C1)C(=O)O (Ethyl 2-butyl-1-[[2'-carboxy-(1,1'-biphenyl)-4-yl]-methyl]-4-(2-fluoro-ethylthio)-1H-imidazole-5-carboxylate). The solvent is C(C)O (ethanol). Run at time 3 day. Product: C(CCC)C=1N(C(=C(N1)SCCF)C(=O)O)CC1=CC=C(C=C1)C1=C(C=CC=C1)C(=O)O (2-butyl-1-[[2'-carboxy-(1,1'-biphenyl)-4-yl]-methyl]-4-(2-fluoroethylthio)-1H-imidazole-5-carboxylic acid). RXN SMILES: [OH-].[Na+].[CH2:3]([C:7]1[N:8]([CH2:21][C:22]2[CH:27]=[CH:26][C:25]([C:28]3[CH:33]=[CH:32][CH:31]=[CH:30][C:29]=3[C:34]([OH:36])=[O:35])=[CH:24][CH:23]=2)[C:9]([C:16]([O:18]CC)=[O:17])=[C:10]([S:12][CH2:13][CH2:14][F:15])[N:11]=1)[CH2:4][CH2:5][CH3:6]>C(O)C>[CH2:3]([C:7]1[N:8]([CH2:21][C:22]2[CH:23]=[CH:24][C:25]([C:28]3[CH:33]=[CH:32][CH:31]=[CH:30][C:29]=3[C:34]([OH:36])=[O:35])=[CH:26][CH:27]=2)[C:9]([C:16]([OH:18])=[O:17])=[C:10]([S:12][CH2:13][CH2:14][F:15])[N:11]=1)[CH2:4][CH2:5][CH3:6] |f:0.1|. Procedure details: 2.25 cm3 of a 2N solution of sodium hydroxide is added at ambient temperature to 450 mg of the product obtained in Example 43 dissolved in 10 cm3 of ethanol, then the mixture is left for 3 days. The solvents are evaporated under reduced pressure, the residue is taken up in water, 2.25 cm3 of hydrochloric acid 2M/l is added. The precipitate formed is filtered, washed with water, dried under reduced pressure and 380 mg of expected product is obtained which is recrystallized from isopropanol. M.p.=... Reactants: C(CC)OC(=O)C1CCCCC1 (cyclohexanecarboxylic acid n-propyl ester), BrCC(CC)CC (1-bromo-2-ethylbutane), Cl (HCl), C1(CCCCC1)NC1CCCCC1 (dicyclohexylamine), CCCCCC (hexane). The solvent is C1CCOC1 (THF), C1CCOC1 (THF), O (water), C1CCOC1 (THF). Conditions: temperature 0 celsius, time 50 minute. Product: C(CC)OC(=O)C1(CCCCC1)CC(CC)CC (1-(2-ethyl-butyl)-cyclohexanecarboxylic acid n-propyl ester). Yield: 77.4%. As a reaction SMILES: C1(NC2CCCCC2)CCCCC1.CCCCCC.[CH2:20]([O:23][C:24]([CH:26]1[CH2:31][CH2:30][CH2:29][CH2:28][CH2:27]1)=[O:25])[CH2:21][CH3:22].Br[CH2:33][CH:34]([CH2:37][CH3:38])[CH2:35][CH3:36].Cl>C1COCC1.O>[CH2:20]([O:23][C:24]([C:26]1([CH2:33][CH:34]([CH2:37][CH3:38])[CH2:35][CH3:36])[CH2:31][CH2:30][CH2:29][CH2:28][CH2:27]1)=[O:25])[CH2:21][CH3:22]. Procedure details: To a solution of dicyclohexylamine (4.281 g, 23.6 mmol) in THF (27 mL) 1.6 M n-BuLi in hexane (13.22 mL, 21.14 mmol) was added with stirring over 50 min at temperature between −20° C. and −15° C. The orange suspension was stirred 10 min at −20° C. and then warmed up to 0° C. To this suspension a solution of cyclohexanecarboxylic acid n-propyl ester (3.0 g, 17.62 mmol) in THF (9 mL) was added over 15 min at 0° C. The resulting solution was stirred 30 min at 0° C., then 1-bromo-2-ethylbutane (4.07...